Dataset: the Open Reaction Database (ORD), a public repository of structured organic reaction records. Task: describe an organic reaction: reactants, conditions, products, and yield Reactants: OC=1C=CC2=C(C(=NO2)OCCNC(=O)OC(C)(C)C)C1 (5-hydroxy-3-(2-(N-t-butoxycarbonylamino)ethoxy)-1,2-benzisoxazole), C[O-].[Na+] (sodium methoxide), ice water, ClC(F)F (chlorodifluoromethane). Run in CN(C=O)C (dimethylformamide). Conditions: time 10 minute. The product is Cl.NCCOC1=NOC2=C1C=C(C=C2)OC(F)F (3-(2-Aminoethoxy)-5-difluoromethoxy-1,2-benzisoxazole hydrochloride). The yield is 16.0%. RXN SMILES: [OH:1][C:2]1[CH:3]=[CH:4][C:5]2[O:9][N:8]=[C:7]([O:10][CH2:11][CH2:12][NH:13]C(OC(C)(C)C)=O)[C:6]=2[CH:21]=1.C[O-].[Na+].[Cl:25][CH:26]([F:28])[F:27]>CN(C)C=O>[ClH:25].[NH2:13][CH2:12][CH2:11][O:10][C:7]1[C:6]2[CH:21]=[C:2]([O:1][CH:26]([F:28])[F:27])[CH:3]=[CH:4][C:5]=2[O:9][N:8]=1 |f:1.2,5.6|. Reported procedure: To a solution of 5-hydroxy-3-(2-(N-t-butoxycarbonylamino)ethoxy)-1,2-benzisoxazole (100 mg) in dimethylformamide (4 ml) was added sodium methoxide (90 mg) and the mixture was stirred at room temperature for 10 minutes, then followed by introduction of chlorodifluoromethane gas for 20 minutes. The reaction mixture was poured into ice water (30 ml), extracted with ethyl acetate (twice each with 30 ml) and the combined extracts were dried over anhydrous magnesium sulphate and filtered. The solvent ... Reactants: Cc1ccccc1, NCC(O)c1cccc(Cl)c1, COC(=O)c1ccc(CC(C)=O)cc1, O. Yields the product COC(=O)c1ccc(CC(C)=NCC(O)c2cccc(Cl)c2)cc1. RXN SMILES: [CH3:27][c:28]1[cH:29][cH:30][cH:31][cH:32][cH:33]1.[Cl:1][c:2]1[cH:3][c:4]([CH:8]([CH2:9][NH2:10])[OH:11])[cH:5][cH:6][cH:7]1.[O:12]=[C:13]([CH2:14][c:15]1[cH:16][cH:17][c:18]([C:19](=[O:20])[O:21][CH3:22])[cH:23][cH:24]1)[CH3:25].[OH2:26]>>[Cl:1][c:2]1[cH:3][c:4]([CH:8]([CH2:9][N:10]=[C:13]([CH2:14][c:15]2[cH:16][cH:17][c:18]([C:19](=[O:20])[O:21][CH3:22])[cH:23][cH:24]2)[CH3:25])[OH:11])[cH:5][cH:6][cH:7]1. Starting materials: OC1=CC=C(C=C)C=C1 (4-hydroxystyrene), C(C(=C)C)(=O)OCCCC (n-butyl methacrylate), N(=NC(C#N)(C)C)C(C#N)(C)C (azobisisobutyronitrile), O1CCOCC1 (dioxane). The solvent is C=1(C(=CC=CC1)C)C (xylene). Run at temperature 80 celsius, time 20 hour. Yields the product OC1=CC=C(C=C)C=C1.C(C(=C)C)(=O)OCCCC (4-hydroxystyrene n-butyl methacrylate). Yield: 75.0%. RXN SMILES: [OH:1][C:2]1[CH:9]=[CH:8][C:5]([CH:6]=[CH2:7])=[CH:4][CH:3]=1.[C:10]([O:15][CH2:16][CH2:17][CH2:18][CH3:19])(=[O:14])[C:11]([CH3:13])=[CH2:12].N(C(C)(C)C#N)=NC(C)(C)C#N.O1CCOCC1>C1(C)C(C)=CC=CC=1>[OH:1][C:2]1[CH:9]=[CH:8][C:5]([CH:6]=[CH2:7])=[CH:4][CH:3]=1.[C:10]([O:15][CH2:16][CH2:17][CH2:18][CH3:19])(=[O:14])[C:11]([CH3:13])=[CH2:12] |f:5.6|. Procedure details: A 500-ml flask was charged with 72.1 g (0.60 mol) of 4-hydroxystyrene, 17.0 g (0.12 mol) of n-butyl methacrylate, 1.5 g (0.009 mol) of azobisisobutyronitrile and 150 ml of dioxane, and the mixture was stirred for 20 hours at 80° C. in a nitrogen gas stream. The resultant reaction mixture was poured into 5 liters of xylene, and precipitate formed was collected by filtration. The resultant solids were dissolved in 200 ml of diethyl ether, and the solution was poured into 3 liters of n-hexane to co... The reactants are CCCC[N+](CCCC)(CCCC)CCCC, CN(C)C=O, ClCCc1c[nH]cn1, Oc1cc(Cl)cc(Cl)c1, Cl, [H-], [I-], [Na+]. The product is Clc1cc(Cl)cc(OCCc2c[nH]cn2)c1. Reaction SMILES: [CH2:27]([N+:28]([CH2:29][CH2:30][CH2:31][CH3:32])([CH2:33][CH2:34][CH2:35][CH3:36])[CH2:37][CH2:38][CH2:39][CH3:40])[CH2:41][CH2:42][CH3:43].[CH3:21][N:22]([CH3:23])[CH:24]=[O:25].[Cl:13][CH2:14][CH2:15][c:16]1[n:17][cH:18][nH:19][cH:20]1.[Cl:3][c:4]1[cH:5][c:6]([OH:11])[cH:7][c:8]([Cl:10])[cH:9]1.[ClH:12].[H-:1].[I-:26].[Na+:2]>>[Cl:3][c:4]1[cH:5][c:6]([O:11][CH2:14][CH2:15][c:16]2[n:17][cH:18][nH:19][cH:20]2)[cH:7][c:8]([Cl:10])[cH:9]1.